Dataset: the Open Reaction Database (ORD), a public repository of structured organic reaction records. Task: describe an organic reaction: reactants, conditions, products, and yield The reactants are CC(C)(C)OC(=O)NC(Cc1ccccc1C(F)(F)F)C(=O)O, CCN(C(C)C)C(C)C, ClC(Cl)Cl, Cc1c(Cl)nn(C)c1-c1csc(C(=O)O)c1, NC(Cc1cccc(C(F)(F)F)c1)CN1C(=O)c2ccccc2C1=O. The product is Cc1c(Cl)nn(C)c1-c1csc(C(=O)NC(Cc2cccc(C(F)(F)F)c2)CN2C(=O)c3ccccc3C2=O)c1. Reaction SMILES: [CH3:42][C:43]([O:44][C:45]([NH:46][CH:47]([C:48]([OH:49])=[O:50])[CH2:51][c:52]1[cH:53][cH:54][cH:55][cH:56][c:57]1[C:58]([F:59])([F:60])[F:61])=[O:62])([CH3:63])[CH3:64].[CH:65]([N:66]([CH2:67][CH3:68])[CH:69]([CH3:70])[CH3:71])([CH3:72])[CH3:73].[CH:74]([Cl:75])([Cl:76])[Cl:77].[Cl:1][c:2]1[n:3][n:4]([CH3:16])[c:5](-[c:8]2[cH:9][c:10]([C:13](=[O:14])[OH:15])[s:11][cH:12]2)[c:6]1[CH3:7].[NH2:17][CH:18]([CH2:19][N:20]1[C:21](=[O:30])[c:22]2[cH:23][cH:24][cH:25][cH:26][c:27]2[C:28]1=[O:29])[CH2:31][c:32]1[cH:33][c:34]([C:38]([F:39])([F:40])[F:41])[cH:35][cH:36][cH:37]1>>[Cl:1][c:2]1[n:3][n:4]([CH3:16])[c:5](-[c:8]2[cH:9][c:10]([C:13](=[O:15])[NH:17][CH:18]([CH2:19][N:20]3[C:21](=[O:30])[c:22]4[cH:23][cH:24][cH:25][cH:26][c:27]4[C:28]3=[O:29])[CH2:31][c:32]3[cH:33][c:34]([C:38]([F:39])([F:40])[F:41])[cH:35][cH:36][cH:37]3)[s:11][cH:12]2)[c:6]1[CH3:7]. Reactants: CCOC(=O)C(OC)c1c(F)ccc(O)c1F, C1CCOC1, CO, [Li+], [OH-], O, O. Product: COC(C(=O)O)c1c(F)ccc(O)c1F. As a reaction SMILES: [CH2:1]([CH3:2])[O:3][C:4]([CH:5]([O:6][CH3:7])[c:8]1[c:9]([F:16])[c:10]([OH:15])[cH:11][cH:12][c:13]1[F:14])=[O:17].[CH2:21]1[O:22][CH2:23][CH2:24][CH2:25]1.[CH3:26][OH:27].[Li+:19].[OH-:18].[OH2:20].[OH2:28]>>[O:3]=[C:4]([CH:5]([O:6][CH3:7])[c:8]1[c:9]([F:16])[c:10]([OH:15])[cH:11][cH:12][c:13]1[F:14])[OH:17]. The reactants are N1(CCCC1)CNC(C(N1C(CCC1)=O)CC)=O (N-[(1-pyrrolidinyl)methyl]-α-ethyl-2-oxo-1-pyrrolidineacetamide), CCCCCC.C(C)(C)O (hexane isopropanol), C([C@H](O)[C@@H](O)C(=O)O)(=O)O (L-(+)-tartaric acid), CCCCCCC (heptane). Solvent: CO (methanol). Run at temperature 60 celsius. Product: C(=O)(O)[C@H](O)[C@@H](O)C(=O)O.N1(CCCC1)CNC([C@@H](N1C(CCC1)=O)CC)=O ((S)-N-[(1-pyrrolidinyl)methyl]-α-ethyl-2-oxo-1-pyrrolidineacetamide L-(+)-tartrate). Reaction SMILES: [N:1]1([CH2:6][NH:7][C:8](=[O:18])[CH:9]([CH2:16][CH3:17])[N:10]2[CH2:14][CH2:13][CH2:12][C:11]2=[O:15])[CH2:5][CH2:4][CH2:3][CH2:2]1.[C:19]([OH:28])(=[O:27])[C@@H:20]([C@H:22]([C:24]([OH:26])=[O:25])[OH:23])[OH:21].CCCCCCC.CCCCCC.C(O)(C)C>CO>[C:24]([C@@H:22]([C@H:20]([C:19]([OH:28])=[O:27])[OH:21])[OH:23])([OH:26])=[O:25].[N:1]1([CH2:6][NH:7][C:8](=[O:18])[C@H:9]([CH2:16][CH3:17])[N:10]2[CH2:14][CH2:13][CH2:12][C:11]2=[O:15])[CH2:5][CH2:4][CH2:3][CH2:2]1 |f:3.4,6.7|. Procedure details: 3.14 g of N-[(1-pyrrolidinyl)methyl]-α-ethyl-2-oxo-1-pyrrolidineacetamide were suspended in 13 ml of methanol. 1.86 g of L-(+)-tartaric acid were added and it was heated at 60° C. 13 ml of heptane were added to the resulting solution, after which it was left to cool to 40° C. It was seeded with a sample of the compound indicated in the example title to start crystallisation. Then it was slowly cooled to 0-5° C. and maintained at this temperature for 4 hours. The crystallised product was separate... Starting materials: c1(c(cccn1)Br)OC, N1(C(OC(C)(C)C)=O)C(C=CC1)=O. The reagents and catalysts are c1ccc(cc1)-c2c3ccccc3cc4ccccc24 (9-Phenylanthracene), CN(C1CCCCC1)C2CCCCC2 (Cy2NMe), [Pd].C(P(C(C)(C)C)C(C)(C)C)(C)(C)C.C(P(C(C)(C)C)C(C)(C)C)(C)(C)C (Pd(P(tBu)3)2). Run in CN(C)C=O  (DMF). Run at temperature 70 celsius, time 18 hour. Yields the product COc1ncccc1C2C=CC(=O)N2C(=O)OC(C)(C)C. As a reaction SMILES: [CH3:1][C:2]([O:5][C:6]([N:8]1[C:12](=[O:13])[CH:11]=[CH:10][CH2:9]1)=[O:7])([CH3:4])[CH3:3].[CH3:14][O:15][c:16]1[c:21](Br)[cH:20][cH:19][cH:18][n:17]1>>[CH3:14][O:15][c:16]1[c:21]([CH:9]2[N:8]([C:6]([O:5][C:2]([CH3:4])([CH3:3])[CH3:1])=[O:7])[C:12](=[O:13])[CH:11]=[CH:10]2)[cH:20][cH:19][cH:18][n:17]1. Isolated yield 87.0%. As a reaction SMILES: Cl(O[C:6]([C:44]1[CH:49]=[CH:48][C:47]([N:50]([CH2:53][CH3:54])[CH2:51][CH3:52])=[CH:46][CH:45]=1)([C:33]1[CH:38]=[CH:37][C:36]([N:39]([CH2:42][CH3:43])[CH2:40][CH3:41])=[CH:35][CH:34]=1)[CH:7]=[CH:8][CH:9]=[C:10]([C:22]1[CH:27]=[CH:26][C:25]([N:28]([CH2:31][CH3:32])[CH2:29][CH3:30])=[CH:24][CH:23]=1)[C:11]1[CH:16]=[CH:15][C:14]([N:17]([CH2:20][CH3:21])[CH2:18][CH3:19])=[CH:13][CH:12]=1)(=O)(=O)=O.[OH-:55].[Na+]>CO>[CH2:51]([N:50]([CH2:53][CH3:54])[C:47]1[CH:46]=[CH:45][C:44]([C:6]([C:33]2[CH:34]=[CH:35][C:36]([N:39]([CH2:42][CH3:43])[CH2:40][CH3:41])=[CH:37][CH:38]=2)=[CH:7][CH:8]([OH:55])[CH:9]=[C:10]([C:22]2[CH:23]=[CH:24][C:25]([N:28]([CH2:29][CH3:30])[CH2:31][CH3:32])=[CH:26][CH:27]=2)[C:11]2[CH:16]=[CH:15][C:14]([N:17]([CH2:20][CH3:21])[CH2:18][CH3:19])=[CH:13][CH:12]=2)=[CH:49][CH:48]=1)[CH3:52] |f:1.2|. The product is C(C)N(C1=CC=C(C=C1)C(=CC(C=C(C1=CC=C(C=C1)N(CC)CC)C1=CC=C(C=C1)N(CC)CC)O)C1=CC=C(C=C1)N(CC)CC)CC (1,1,5,5-tetra-(p-diethylaminophenyl)-3-hydroxy-1,4-pentadiene). Procedure details: 15.1 g of 1,1,5,5-tetra-(p-diethylaminophenyl)-2,4-pentadiene-1-ol perchlorate prepared in Synthesis Example 5 was dissolved in 200 ml of methanol. To this solution, 2.53 g of sodium hydroxide was added. The mixture was refluxed for 2 hours and then cooled. Crystals separated out in the reaction mixture. The crystals were filtered off, washed with water several times, and dried in reduced pressure. The crystals were recrystallized from cyclohexane, whereby 11.7 g of 1,1,5,5-tetra-(p-diethylamino... Starting materials: Cl(=O)(=O)(=O)OC(C=CC=C(C1=CC=C(C=C1)N(CC)CC)C1=CC=C(C=C1)N(CC)CC)(C1=CC=C(C=C1)N(CC)CC)C1=CC=C(C=C1)N(CC)CC (1,1,5,5-tetra-(p-diethylaminophenyl)-2,4-pentadiene-1-ol perchlorate), [OH-].[Na+] (sodium hydroxide). The solvent is CO (methanol). The reactants are CO, ClCCl, Cl, COC(=O)c1cc(C2CCCN2c2cc(F)cc(F)c2)c2oc(N3CCOCC3)cc(=O)c2c1, [Na+], [OH-]. Product: O=C(O)c1cc(C2CCCN2c2cc(F)cc(F)c2)c2oc(N3CCOCC3)cc(=O)c2c1. RXN SMILES: [CH3:38][OH:39].[Cl:40][CH2:41][Cl:42].[ClH:37].[F:3][c:4]1[cH:5][c:6]([N:11]2[CH:12]([c:16]3[cH:17][c:18]([C:33](=[O:34])[O:35][CH3:36])[cH:19][c:20]4[c:21](=[O:32])[cH:22][c:23]([N:26]5[CH2:27][CH2:28][O:29][CH2:30][CH2:31]5)[o:24][c:25]34)[CH2:13][CH2:14][CH2:15]2)[cH:7][c:8]([F:10])[cH:9]1.[Na+:2].[OH-:1]>>[F:3][c:4]1[cH:5][c:6]([N:11]2[CH:12]([c:16]3[cH:17][c:18]([C:33](=[O:34])[OH:35])[cH:19][c:20]4[c:21](=[O:32])[cH:22][c:23]([N:26]5[CH2:27][CH2:28][O:29][CH2:30][CH2:31]5)[o:24][c:25]34)[CH2:13][CH2:14][CH2:15]2)[cH:7][c:8]([F:10])[cH:9]1. Reactants: NC1=CC(=C(C=C1)CN1OCC(C1=O)(C)C)Cl (2-[(4-amino-2-chlorophenyl)methyl]-4,4-dimethyl-3-isoxazolidinone), N1=C2C(=CC=C1)C(=O)OC2=O (2,3-pyridinedicarboxylic anhydride). Isolated yield 34.1%. Product: ClC1=C(C=CC(=C1)NC(=O)C1=NC=CC=C1C(=O)O)CN1OCC(C1=O)(C)C (2-[[2-chloro-4-[(3-carboxy-2-pyridinyl)carbonylamino]phenyl]methyl]-4,4-dimethyl-3-isoxazolidinone). Reported procedure: This compound was prepared in a manner analogous to that of Example 1, Step C, using 4.0 grams (0.016 mole) of 2-[(4-amino-2-chlorophenyl)methyl]-4,4-dimethyl-3-isoxazolidinone and 2.3 grams (0.016 mole) of 2,3-pyridinedicarboxylic anhydride in 175 mL of tetrahydrofuran. The reaction mixture was filtered, and the filtrate was concentrated under reduced pressure to a residual oil. The oil was crystallized by dissolving it in ethanol and adding diethyl ether until precipitation occurred. The solid... As a reaction SMILES: [NH2:1][C:2]1[CH:7]=[CH:6][C:5]([CH2:8][N:9]2[C:13](=[O:14])[C:12]([CH3:16])([CH3:15])[CH2:11][O:10]2)=[C:4]([Cl:17])[CH:3]=1.[N:18]1[CH:23]=[CH:22][CH:21]=[C:20]2[C:24]([O:26][C:27](=[O:28])[C:19]=12)=[O:25]>O1CCCC1>[Cl:17][C:4]1[CH:3]=[C:2]([NH:1][C:27]([C:19]2[C:20]([C:24]([OH:26])=[O:25])=[CH:21][CH:22]=[CH:23][N:18]=2)=[O:28])[CH:7]=[CH:6][C:5]=1[CH2:8][N:9]1[C:13](=[O:14])[C:12]([CH3:15])([CH3:16])[CH2:11][O:10]1. Run in O1CCCC1 (tetrahydrofuran). The reactants are BrCCOc1ccccc1, O=C([O-])[O-], CCOC(C)=O, CN(C)C=O, [K+], [K+], COC(=O)c1sccc1O. Product: COC(=O)c1sccc1OCCOc1ccccc1. Reaction SMILES: [Br:11][CH2:12][CH2:13][O:14][c:15]1[cH:16][cH:17][cH:18][cH:19][cH:20]1.[C:21](=[O:22])([O-:23])[O-:24].[CH3:27][CH2:28][O:29][C:30](=[O:31])[CH3:32].[CH3:33][N:34]([CH3:35])[CH:36]=[O:37].[K+:25].[K+:26].[OH:1][c:2]1[c:3]([C:7](=[O:8])[O:9][CH3:10])[s:4][cH:5][cH:6]1>>[O:1]([c:2]1[c:3]([C:7](=[O:8])[O:9][CH3:10])[s:4][cH:5][cH:6]1)[CH2:12][CH2:13][O:14][c:15]1[cH:16][cH:17][cH:18][cH:19][cH:20]1.